This data is from the Open Reaction Database (ORD), a public repository of structured organic reaction records. The task is: describe an organic reaction: reactants, conditions, products, and yield Reactants: [Si](C)(C)(C(C)(C)C)O[C@H]1C[C@@H](CC2=CC=C3[C@@H]4CC=C([C@@]4(C)CC[C@@H]3[C@@]12C)COCCC(=O)N(C)C)O[Si](C)(C)C(C)(C)C (1α,3β-bis(tert-butyldimethylsilyloxy)-17-(N,N-dimethylaminocarbonylethoxymethyl)androsta-5,7,16-triene), O1CCCC1 (tetrahydrofuran), [Cl-].[NH4+] (ammonium chloride), C(C)[Mg]Br (ethylmagnesium bromide), ketone body, Cl[Ce](Cl)Cl (cerous (III) chloride), O1CCCC1 (Tetrahydrofuran). Conditions: time 30 minute. The product is [Si](C)(C)(C(C)(C)C)O[C@H]1C[C@@H](CC2=CC=C3[C@@H]4CC=C([C@@]4(C)CC[C@@H]3[C@@]12C)COCCC(CC)(O)CC)O[Si](C)(C)C(C)(C)C (1α,3β-bis(tert-butyldimethylsilyloxy)-17-(3-ethyl-3-hydroxypentyloxymethyl)androsta-5,7,16-triene). The yield is 56.0%. As a reaction SMILES: Cl[Ce](Cl)Cl.[CH2:5]([Mg]Br)[CH3:6].[Si:9]([O:16][C@@H:17]1[C@@:34]2([CH3:35])[C:21](=[CH:22][CH:23]=[C:24]3[C@@H:33]2[CH2:32][CH2:31][C@@:29]2([CH3:30])[C@H:25]3[CH2:26][CH:27]=[C:28]2[CH2:36][O:37][CH2:38][CH2:39][C:40](N(C)C)=[O:41])[CH2:20][C@@H:19]([O:45][Si:46]([C:49]([CH3:52])([CH3:51])[CH3:50])([CH3:48])[CH3:47])[CH2:18]1)([C:12]([CH3:15])([CH3:14])[CH3:13])([CH3:11])[CH3:10].[Cl-].[NH4+].O1CC[CH2:57][CH2:56]1>>[Si:9]([O:16][C@@H:17]1[C@@:34]2([CH3:35])[C:21](=[CH:22][CH:23]=[C:24]3[C@@H:33]2[CH2:32][CH2:31][C@@:29]2([CH3:30])[C@H:25]3[CH2:26][CH:27]=[C:28]2[CH2:36][O:37][CH2:38][CH2:39][C:40]([CH2:5][CH3:6])([OH:41])[CH2:56][CH3:57])[CH2:20][C@@H:19]([O:45][Si:46]([C:49]([CH3:52])([CH3:51])[CH3:50])([CH3:48])[CH3:47])[CH2:18]1)([C:12]([CH3:15])([CH3:14])[CH3:13])([CH3:11])[CH3:10] |f:3.4|. Reported procedure: Tetrahydrofuran (11 ml) was mixed with anhydrous cerous (III) chloride (2.33 g, 9.46 mmol), stirred under nitrogen stream at room temperature for 30 min., cooled with ice, mixed with ethylmagnesium bromide (0.96 mol/l, 9.0 ml, 8.6 mmol) and stirred for 30 min. The reaction solution was mixed with a solution of 1α,3β-bis(tert-butyldimethylsilyloxy)-17-(N,N-dimethylaminocarbonylethoxymethyl)androsta-5,7,16-triene (553 mg, 0.86 mmol) in tetrahydrofuran (11 ml) at 0° C., followed by stirring for 1 h... Reactants: C(C)(=O)OCCCOC (methoxypropyl acetate), OCC1OC(OC1)=O (glycerol carbonate), C(CCCCCCC)N (n-octylamine). Reaction conditions: temperature 70 celsius. The product is OCC(O)CO.C(CCCCCCC)NC([O-])=O (Glycerol N-n-Octylcarbamate). RXN SMILES: [C:1]([O:4]CCCOC)(=[O:3])C.[OH:10][CH2:11][CH:12]1[CH2:16][O:15]C(=O)[O:13]1.[CH2:18]([NH2:26])[CH2:19][CH2:20][CH2:21][CH2:22][CH2:23][CH2:24][CH3:25]>>[OH:10][CH2:11][CH:12]([CH2:16][OH:15])[OH:13].[CH2:18]([NH:26][C:1](=[O:3])[O-:4])[CH2:19][CH2:20][CH2:21][CH2:22][CH2:23][CH2:24][CH3:25] |f:3.4|. Procedure details: 354 g of methoxypropyl acetate, 237 g (2 moles) of glycerol carbonate (Jeffsol GC from Huntsman; CAS RN: 931-40-8; molecular weight: 118.09) are introduced in succession, under nitrogen, into a three-necked flask equipped with a condenser and an addition funnel. The mixture is stirred at 230 revolutions per minute and heated to 70° C. Then 262.5 g (2.03 moles) of n-octylamine (CAS RN: 11-86-4; molecular weight: 129.25) are added to the reaction mixture in the course of 15 minutes. The reaction i... Reactants: CC(C)(C)OC(=O)NC(CNC=O)c1cccc(C(F)(F)F)c1, ClCCl, Cl, C1COCCO1. Product: NC(CNC=O)c1cccc(C(F)(F)F)c1, Cl. RXN SMILES: [CH:1](=[O:2])[NH:3][CH2:4][CH:5]([c:6]1[cH:7][c:8]([C:12]([F:13])([F:14])[F:15])[cH:9][cH:10][cH:11]1)[NH:16][C:17](=[O:18])[O:19][C:20]([CH3:21])([CH3:22])[CH3:23].[Cl:25][CH2:26][Cl:27].[ClH:24].[O:28]1[CH2:29][CH2:30][O:31][CH2:32][CH2:33]1>>[CH:1](=[O:2])[NH:3][CH2:4][CH:5]([c:6]1[cH:7][c:8]([C:12]([F:13])([F:14])[F:15])[cH:9][cH:10][cH:11]1)[NH2:16].[ClH:24].